From a dataset of the Open Reaction Database (ORD), a public repository of structured organic reaction records. describe an organic reaction: reactants, conditions, products, and yield Starting materials: NC=1C=C2C(=CNC2=CC1)C1CCN(CC1)C (5-amino-3-(1-methylpiperidin-4-yl)-1H-indole), O1C=C(C=C1)C(=O)O (3-furoic acid). Yields the product O1C=C(C=C1)C(=O)NC=1C=C2C(=CNC2=CC1)C1CCN(CC1)C (5-(3-furoyl)amino-3-(1-methylpiperidin-4-yl)-1H-indole). The yield is 85.3%. Reaction SMILES: [NH2:1][C:2]1[CH:3]=[C:4]2[C:8](=[CH:9][CH:10]=1)[NH:7][CH:6]=[C:5]2[CH:11]1[CH2:16][CH2:15][N:14]([CH3:17])[CH2:13][CH2:12]1.[O:18]1[CH:22]=[CH:21][C:20]([C:23](O)=[O:24])=[CH:19]1>>[O:18]1[CH:22]=[CH:21][C:20]([C:23]([NH:1][C:2]2[CH:3]=[C:4]3[C:8](=[CH:9][CH:10]=2)[NH:7][CH:6]=[C:5]3[CH:11]2[CH2:16][CH2:15][N:14]([CH3:17])[CH2:13][CH2:12]2)=[O:24])=[CH:19]1. Procedure details: Beginning with 12.0 mg (0.05 mMol) 5-amino-3-(1-methylpiperidin-4-yl)-1H-indole and 17.0 mg (0.15 mMol) 3-furoic acid, 13.8 mg (85%) of the title compound were recovered.